This data is from the Open Reaction Database (ORD), a public repository of structured organic reaction records. The task is: describe an organic reaction: reactants, conditions, products, and yield Reactants: COC(=O)C1(c2ccc(Cl)nc2)CC1, NN, c1ccncc1. The product is COC(=O)C1(c2ccc(NN)nc2)CC1. RXN SMILES: [Cl:1][c:2]1[cH:3][cH:4][c:5]([C:8]2([C:11](=[O:12])[O:13][CH3:14])[CH2:9][CH2:10]2)[cH:6][n:7]1.[NH2:15][NH2:16].[cH:17]1[cH:18][cH:19][n:20][cH:21][cH:22]1>>[c:2]1([NH:15][NH2:16])[cH:3][cH:4][c:5]([C:8]2([C:11](=[O:12])[O:13][CH3:14])[CH2:9][CH2:10]2)[cH:6][n:7]1.